From a dataset of the Open Reaction Database (ORD), a public repository of structured organic reaction records. describe an organic reaction: reactants, conditions, products, and yield Starting materials: C(CCC)OC([C@@H](NC([C@H]1N(CCC1)C([C@H]1N(C(CC1)=O)C(=O)OCC1=CC=CC=C1)=O)=O)CCCNC(N)=N)OCCCC (N-benzyloxycarbonyl-L-pyroglutamyl-L-prolyl-L-argininal dibutylacetal), S(O)(O)(=O)=O (sulfuric acid), [OH-].[Na+] (sodium hydroxide). Run in C(C)#N (acetonitrile). Product: C(C1=CC=CC=C1)OC(=O)N1[C@@H](CCC1=O)C(=O)N1[C@H](C(=O)N[C@@H](CCCNC(N)=N)C=O)CCC1 (N-benzyloxycarbonyl-L-pyroglutamyl-L-prolyl-L-argininal). The yield is 95.5%. RXN SMILES: C([O:5][CH:6](OCCCC)[C@H:7]([CH2:34][CH2:35][CH2:36][NH:37][C:38](=[NH:40])[NH2:39])[NH:8][C:9](=[O:33])[C@@H:10]1[CH2:14][CH2:13][CH2:12][N:11]1[C:15](=[O:32])[C@@H:16]1[CH2:20][CH2:19][C:18](=[O:21])[N:17]1[C:22]([O:24][CH2:25][C:26]1[CH:31]=[CH:30][CH:29]=[CH:28][CH:27]=1)=[O:23])CCC.S(=O)(=O)(O)O.[OH-].[Na+]>C(#N)C>[CH2:25]([O:24][C:22]([N:17]1[C:18](=[O:21])[CH2:19][CH2:20][C@H:16]1[C:15]([N:11]1[CH2:12][CH2:13][CH2:14][C@H:10]1[C:9]([NH:8][C@H:7]([CH:6]=[O:5])[CH2:34][CH2:35][CH2:36][NH:37][C:38](=[NH:39])[NH2:40])=[O:33])=[O:32])=[O:23])[C:26]1[CH:31]=[CH:30][CH:29]=[CH:28][CH:27]=1 |f:2.3|. Reported procedure: To a solution of N-benzyloxycarbonyl-L-pyroglutamyl-L-prolyl-L-argininal dibutylacetal 1/2 sulfate (0.61 g, 0.90 mmol) in acetonitrile (90 ml) was added 1N sulfuric acid aqueous solution (45 ml). The mixture was reacted at 36° C. for 4 hours with stirring. After completion of the reaction, pH of the reaction mixture was adjusted to 5.6 with 1N sodium hydroxide aqueous solution. The solvent was distilled off under reduced pressure and chloroform was added to the residue. Insoluble matters were fi... Starting materials: CC(=O)Nc1ccc(O)cc1, O=C([O-])[O-], ClCc1ccccn1, Cl, [Cs+], [Cs+], CN(C)C=O, O. Product: CC(=O)Nc1ccc(OCc2ccccn2)cc1. Reaction SMILES: [C:1]([CH3:2])(=[O:3])[NH:4][c:5]1[cH:6][cH:7][c:8]([OH:11])[cH:9][cH:10]1.[C:21](=[O:22])([O-:23])[O-:24].[Cl:13][CH2:14][c:15]1[n:16][cH:17][cH:18][cH:19][cH:20]1.[ClH:12].[Cs+:25].[Cs+:26].[O:28]=[CH:29][N:30]([CH3:31])[CH3:32].[OH2:27]>>[C:1]([CH3:2])(=[O:3])[NH:4][c:5]1[cH:6][cH:7][c:8]([O:11][CH2:14][c:15]2[n:16][cH:17][cH:18][cH:19][cH:20]2)[cH:9][cH:10]1. Yields the product CNC(=O)c1cc(F)ccc1Nc1cc(Nc2cn(C)nc2C)ncc1Cl. The reactants are Cc1nn(C)cc1N, CNC(=O)c1cc(F)ccc1Nc1cc(Cl)ncc1Cl. Reaction SMILES: [CH3:1][n:2]1[n:3][c:4]([CH3:8])[c:5]([NH2:7])[cH:6]1.[Cl:9][c:10]1[n:11][cH:12][c:13]([Cl:28])[c:14]([NH:16][c:17]2[c:18]([C:19](=[O:20])[NH:21][CH3:22])[cH:23][c:24]([F:27])[cH:25][cH:26]2)[cH:15]1>>[CH3:1][n:2]1[n:3][c:4]([CH3:8])[c:5]([NH:7][c:10]2[n:11][cH:12][c:13]([Cl:28])[c:14]([NH:16][c:17]3[c:18]([C:19](=[O:20])[NH:21][CH3:22])[cH:23][c:24]([F:27])[cH:25][cH:26]3)[cH:15]2)[cH:6]1.